This data is from the Open Reaction Database (ORD), a public repository of structured organic reaction records. The task is: describe an organic reaction: reactants, conditions, products, and yield Starting materials: CC(=O)O, CCOC(=O)c1ncc(O)c2c1CCN(Cc1ccc(F)c(Cl)c1)C2=O, [Na+], [Na+], OO, O=S([O-])[O-]. The product is CCOC(=O)c1c2c(c(O)c[n+]1[O-])C(=O)N(Cc1ccc(F)c(Cl)c1)CC2. RXN SMILES: [CH3:35][C:36](=[O:37])[OH:38].[Cl:1][c:2]1[cH:3][c:4]([CH2:5][N:6]2[C:7](=[O:22])[c:8]3[c:9]([OH:21])[cH:10][n:11][c:12]([C:16](=[O:17])[O:18][CH2:19][CH3:20])[c:13]3[CH2:14][CH2:15]2)[cH:23][cH:24][c:25]1[F:26].[Na+:33].[Na+:34].[OH:27][OH:28].[S:29](=[O:30])([O-:31])[O-:32]>>[Cl:1][c:2]1[cH:3][c:4]([CH2:5][N:6]2[C:7](=[O:22])[c:8]3[c:9]([OH:21])[cH:10][n+:11]([O-:30])[c:12]([C:16](=[O:17])[O:18][CH2:19][CH3:20])[c:13]3[CH2:14][CH2:15]2)[cH:23][cH:24][c:25]1[F:26]. Reactants: C1CCNCC1, CCO, O=C1Cc2c(cccc2-c2ccc(F)c(Cl)c2)N1, Cc1[nH]c(C=O)c(C)c1C(=O)NCCn1ccnn1. Yields the product Cc1[nH]c(C=C2C(=O)Nc3cccc(-c4ccc(F)c(Cl)c4)c32)c(C)c1C(=O)NCCn1ccnn1. As a reaction SMILES: [CH2:38]1[CH2:39][CH2:40][NH:41][CH2:42][CH2:43]1.[CH3:44][CH2:45][OH:46].[Cl:1][c:2]1[cH:3][c:4](-[c:9]2[c:10]3[c:14]([cH:15][cH:16][cH:17]2)[NH:13][C:12](=[O:18])[CH2:11]3)[cH:5][cH:6][c:7]1[F:8].[n:19]1([CH2:24][CH2:25][NH:26][C:27](=[O:28])[c:29]2[c:30]([CH3:37])[nH:31][c:32]([CH:35]=[O:36])[c:33]2[CH3:34])[n:20][n:21][cH:22][cH:23]1>>[Cl:1][c:2]1[cH:3][c:4](-[c:9]2[c:10]3[c:14]([cH:15][cH:16][cH:17]2)[NH:13][C:12](=[O:18])[C:11]3=[CH:35][c:32]2[nH:31][c:30]([CH3:37])[c:29]([C:27]([NH:26][CH2:25][CH2:24][n:19]3[n:20][n:21][cH:22][cH:23]3)=[O:28])[c:33]2[CH3:34])[cH:5][cH:6][c:7]1[F:8]. The reactants are O=C([O-])[O-], ClCc1oc(CC2CCCCC2)nc1Cc1ccccc1, CC(C)=O, Fc1ccccc1N1CCNCC1, [I-], [K+], [K+], [K+]. Product: Fc1ccccc1N1CCN(Cc2oc(CC3CCCCC3)nc2Cc2ccccc2)CC1. Reaction SMILES: [C:14](=[O:15])([O-:16])[O-:17].[CH2:22]([c:23]1[cH:24][cH:25][cH:26][cH:27][cH:28]1)[c:29]1[n:30][c:31]([CH2:36][CH:37]2[CH2:38][CH2:39][CH2:40][CH2:41][CH2:42]2)[o:32][c:33]1[CH2:34][Cl:35].[CH3:43][C:44](=[O:45])[CH3:46].[F:1][c:2]1[c:3]([N:8]2[CH2:9][CH2:10][NH:11][CH2:12][CH2:13]2)[cH:4][cH:5][cH:6][cH:7]1.[I-:21].[K+:18].[K+:19].[K+:20]>>[F:1][c:2]1[c:3]([N:8]2[CH2:9][CH2:10][N:11]([CH2:34][c:33]3[c:29]([CH2:22][c:23]4[cH:24][cH:25][cH:26][cH:27][cH:28]4)[n:30][c:31]([CH2:36][CH:37]4[CH2:38][CH2:39][CH2:40][CH2:41][CH2:42]4)[o:32]3)[CH2:12][CH2:13]2)[cH:4][cH:5][cH:6][cH:7]1. Product: COCCCOc1cc(C(=O)N(CC2CN(Cc3ccccc3)CC2CNC(C)C)C(C)C)ccc1OC. The reactants are COCCCOc1cc(C(=O)N(CC2CN(Cc3ccccc3)CC2CN(C(=O)OC(C)(C)C)C(C)C)C(C)C)ccc1OC, Cl, C1COCCO1. RXN SMILES: [C:1]([O:2][C:3](=[O:4])[N:7]([CH:8]([CH3:9])[CH3:10])[CH2:11][CH:12]1[CH2:13][N:14]([CH2:38][c:39]2[cH:40][cH:41][cH:42][cH:43][cH:44]2)[CH2:15][CH:16]1[CH2:17][N:18]([C:19]([c:20]1[cH:21][c:22]([O:28][CH2:29][CH2:30][CH2:31][O:32][CH3:33])[c:23]([O:26][CH3:27])[cH:24][cH:25]1)=[O:34])[CH:35]([CH3:36])[CH3:37])([CH3:5])([CH3:6])[CH3:45].[ClH:46].[O:47]1[CH2:48][CH2:49][O:50][CH2:51][CH2:52]1>>[NH:7]([CH:8]([CH3:9])[CH3:10])[CH2:11][CH:12]1[CH2:13][N:14]([CH2:38][c:39]2[cH:40][cH:41][cH:42][cH:43][cH:44]2)[CH2:15][CH:16]1[CH2:17][N:18]([C:19]([c:20]1[cH:21][c:22]([O:28][CH2:29][CH2:30][CH2:31][O:32][CH3:33])[c:23]([O:26][CH3:27])[cH:24][cH:25]1)=[O:34])[CH:35]([CH3:36])[CH3:37]. Reactants: CN(C)C=O, CCOC(C)=O, O=C=Nc1ccc(OC(F)(F)F)cc1, CC(=O)Nc1nc2ccc(Oc3cccc(N)c3)c(C#N)c2s1. The product is CC(=O)Nc1nc2ccc(Oc3cccc(NC(=O)Nc4ccc(OC(F)(F)F)cc4)c3)c(C#N)c2s1. Reaction SMILES: [CH3:38][N:39]([CH3:40])[CH:41]=[O:42].[CH3:43][CH2:44][O:45][C:46](=[O:47])[CH3:48].[N:24](=[C:25]=[O:26])[c:27]1[cH:28][cH:29][c:30]([O:33][C:34]([F:35])([F:36])[F:37])[cH:31][cH:32]1.[NH2:1][c:2]1[cH:3][c:4]([O:5][c:6]2[c:7]([C:19]#[N:20])[c:8]3[c:9]([n:10][c:11]([NH:13][C:14]([CH3:15])=[O:16])[s:12]3)[cH:17][cH:18]2)[cH:21][cH:22][cH:23]1>>[NH:1]([c:2]1[cH:3][c:4]([O:5][c:6]2[c:7]([C:19]#[N:20])[c:8]3[c:9]([n:10][c:11]([NH:13][C:14]([CH3:15])=[O:16])[s:12]3)[cH:17][cH:18]2)[cH:21][cH:22][cH:23]1)[C:25]([NH:24][c:27]1[cH:28][cH:29][c:30]([O:33][C:34]([F:35])([F:36])[F:37])[cH:31][cH:32]1)=[O:26]. Reactants: OC(CN1N=C(C=C1)NC([C@H](CC(C)C)N1C(C=C(C1)OC1=C(C=CC=C1)Cl)=O)=O)(C)C ((S)-2-[4-(2-Chloro-phenoxy)-2-oxo-2,5-dihydro-pyrrol-1-yl]-4-methyl-pentanoic acid [1-(2-hydroxy-2-methyl-propyl)-1H-pyrazol-3-yl]-amide), Cl.CN(CCCN=C=NCC)C (1-(3-dimethylaminopropyl)-3-ethylcarbodiimide hydrochloride), ON1N=NC2=C1C=CC=C2 (1-hydroxybenzotriazole), COCC1=NSC(=N1)N (3-methoxymethyl-[1,2,4]thiadiazol-5-ylamine). Run in ClCCl (dichloromethane). Reaction conditions: temperature 25 celsius, time 8 hour. Yields the product COCC1=NSC(=N1)NC([C@H](CC(C)C)N1C(C=C(C1)OC1=C(C=CC=C1)Cl)=O)=O ((S)-2-[4-(2-chloro-phenoxy)-2-oxo-2,5-dihydro-pyrrol-1-yl]-4-methyl-pentanoic acid (3-methoxymethyl-[1,2,4]thiadiazol-5-yl)-amide). Isolated yield 47.4%. As a reaction SMILES: OC(C)(C)CN1C=C[C:6]([NH:9][C:10](=[O:30])[C@@H:11]([N:16]2[CH2:20][C:19]([O:21][C:22]3[CH:27]=[CH:26][CH:25]=[CH:24][C:23]=3[Cl:28])=[CH:18][C:17]2=[O:29])[CH2:12][CH:13]([CH3:15])[CH3:14])=[N:5]1.Cl.CN(C)CCCN=C=NCC.ON1C2C=CC=CC=2N=N1.[CH3:55][O:56][CH2:57][C:58]1N=C(N)[S:60][N:59]=1>ClCCl>[CH3:55][O:56][CH2:57][C:58]1[N:5]=[C:6]([NH:9][C:10](=[O:30])[C@@H:11]([N:16]2[CH2:20][C:19]([O:21][C:22]3[CH:27]=[CH:26][CH:25]=[CH:24][C:23]=3[Cl:28])=[CH:18][C:17]2=[O:29])[CH2:12][CH:13]([CH3:15])[CH3:14])[S:60][N:59]=1 |f:1.2|. Procedure details: To a solution of (S)-2-[4-(2-chloro-phenoxy)-2-oxo-2,5-dihydro-pyrrol-1-yl]-4-methyl-pentanoic acid (prepared as in Example 64, 94 mg, 0.29 mmol) in dichloromethane (1.00 mL) was added 1-(3-dimethylaminopropyl)-3-ethylcarbodiimide hydrochloride (61 mg, 0.32 mmol) and 1-hydroxybenzotriazole (42 mg, 0.31 mmol). The resulting solution was stirred for 5 min before 3-methoxymethyl-[1,2,4]thiadiazol-5-ylamine (50 mg, 0.34 mmol) was added and the resulting mixture stirred at 25° C. overnight. The mixtu... Reactants: CC(=O)O[BH-](OC(C)=O)OC(C)=O, O=C([O-])O, C#CCCOCCCCCC=O, CC1(C)OCc2cc(C(O)CNC(CO)c3ccccc3)ccc2O1, CCOC(C)=O, ClC(Cl)Cl, [Na+], [Na+]. The product is C#CCCOCCCCCCN(CC(O)c1ccc2c(c1)COC(C)(C)O2)C(CO)c1ccccc1. RXN SMILES: [C:38]([O:39][BH-:40]([O:41][C:42](=[O:43])[CH3:44])[O:45][C:46](=[O:47])[CH3:48])(=[O:49])[CH3:50].[C:62](=[O:63])([OH:64])[O-:65].[CH2:1]([CH2:2][C:3]#[CH:4])[O:5][CH2:6][CH2:7][CH2:8][CH2:9][CH2:10][CH:11]=[O:12].[CH3:13][C:14]1([CH3:37])[O:15][CH2:16][c:17]2[c:18]([cH:20][cH:21][c:22]([CH:24]([CH2:25][NH:26][CH:27]([CH2:28][OH:29])[c:30]3[cH:31][cH:32][cH:33][cH:34][cH:35]3)[OH:36])[cH:23]2)[O:19]1.[CH3:56][CH2:57][O:58][C:59]([CH3:60])=[O:61].[CH:52]([Cl:53])([Cl:54])[Cl:55].[Na+:51].[Na+:66]>>[CH2:1]([CH2:2][C:3]#[CH:4])[O:5][CH2:6][CH2:7][CH2:8][CH2:9][CH2:10][CH2:11][N:26]([CH2:25][CH:24]([c:22]1[cH:21][cH:20][c:18]2[c:17]([cH:23]1)[CH2:16][O:15][C:14]([CH3:13])([CH3:37])[O:19]2)[OH:36])[CH:27]([CH2:28][OH:29])[c:30]1[cH:31][cH:32][cH:33][cH:34][cH:35]1. Reactants: NC1=NC=CC(=N1)C(=O)NC(C)C1=CC(=CC=C1)OC(F)(F)F (2-amino-N-(1-(3-(trifluoromethoxy)phenyl)ethyl)pyrimidine-4-carboxamide), C(C)(=O)Cl (acetyl chloride). Product: C(C)(=O)NC1=NC=CC(=N1)C(=O)NC(C)C1=CC(=CC=C1)OC(F)(F)F (2-acetamido-N-(1-(3-(trifluoromethoxy)phenyl)ethyl)pyrimidine-4-carboxamide). Reaction SMILES: [NH2:1][C:2]1[N:7]=[C:6]([C:8]([NH:10][CH:11]([C:13]2[CH:18]=[CH:17][CH:16]=[C:15]([O:19][C:20]([F:23])([F:22])[F:21])[CH:14]=2)[CH3:12])=[O:9])[CH:5]=[CH:4][N:3]=1.[C:24](Cl)(=[O:26])[CH3:25]>>[C:24]([NH:1][C:2]1[N:7]=[C:6]([C:8]([NH:10][CH:11]([C:13]2[CH:18]=[CH:17][CH:16]=[C:15]([O:19][C:20]([F:23])([F:21])[F:22])[CH:14]=2)[CH3:12])=[O:9])[CH:5]=[CH:4][N:3]=1)(=[O:26])[CH3:25]. Procedure: The title compound is prepared from 2-amino-N-(1-(3-(trifluoromethoxy)phenyl)ethyl)pyrimidine-4-carboxamide (15 mg, 0.05 mmol, Step-1, single enantiomer) and acetyl chloride (4 mg, 0.05 mmol) according to the procedure similar to that described in Step-2 of Example 8.